From a dataset of the Open Reaction Database (ORD), a public repository of structured organic reaction records. describe an organic reaction: reactants, conditions, products, and yield Reactants: ClC=1C=C(C=CC1)C1=NN2C(N=C(C(=C2C(C)C)[C@@H](C(=O)OC)O)C)=C1 ((S)-methyl 2-(2-(3-chlorophenyl)-7-isopropyl-5-methylpyrazolo[1,5-a]pyrimidin-6-yl)-2-hydroxyacetate), C(C)(=O)OC(C)(C)C (tert-butyl acetate), Cl(=O)(=O)(=O)O (perchloric acid). The solvent is CCOCC (Et2O), C(Cl)Cl (CH2Cl2). Run at time 3 hour. The product is C(C)(C)(C)O[C@H](C(=O)OC)C=1C(=NC=2N(C1C(C)C)N=C(C2)C2=CC(=CC=C2)Cl)C ((S)-methyl 2-(tert-butoxy)-2-(2-(3-chlorophenyl)-7-isopropyl-5-methylpyrazolo[1,5-a]pyrimidin-6-yl)acetate). Isolated yield 131.9%. Reaction SMILES: [Cl:1][C:2]1[CH:3]=[C:4]([C:8]2[CH:26]=[C:11]3[N:12]=[C:13]([CH3:25])[C:14]([C@H:19]([OH:24])[C:20]([O:22][CH3:23])=[O:21])=[C:15]([CH:16]([CH3:18])[CH3:17])[N:10]3[N:9]=2)[CH:5]=[CH:6][CH:7]=1.C(O[C:31]([CH3:34])([CH3:33])[CH3:32])(=O)C.Cl(O)(=O)(=O)=O>C(Cl)Cl.CCOCC>[C:31]([O:24][C@@H:19]([C:14]1[C:13]([CH3:25])=[N:12][C:11]2[N:10]([N:9]=[C:8]([C:4]3[CH:5]=[CH:6][CH:7]=[C:2]([Cl:1])[CH:3]=3)[CH:26]=2)[C:15]=1[CH:16]([CH3:18])[CH3:17])[C:20]([O:22][CH3:23])=[O:21])([CH3:34])([CH3:33])[CH3:32]. Procedure details: To a stirred solution of (S)-methyl 2-(2-(3-chlorophenyl)-7-isopropyl-5-methylpyrazolo[1,5-a]pyrimidin-6-yl)-2-hydroxyacetate (0.069 g, 0.185 mmol) and tert-butyl acetate (1.247 ml, 9.23 mmol) in CH2Cl2 (5 mL) was added 70% perchloric acid (0.048 ml, 0.554 mmol) at rt. After 3 h, the reaction mixture was diluted with Et2O (35 mL), washed with sat Na2CO3 (2×5 mL), brine (5 mL), dried (Na2SO4), filtered and concentrated to give colorless paste which was purified by prep-HPLC to afford (S)-methyl 2... The reactants are CCOc1cc(C(C)(C)C)ncc1C1=NC(C)(c2ccc(Cl)cc2)C(C)(c2ccc(Cl)cc2)N1C(=O)N1CCC(CC(=O)O)CC1, CNC. Yields the product CCOc1cc(C(C)(C)C)ncc1C1=NC(C)(c2ccc(Cl)cc2)C(C)(c2ccc(Cl)cc2)N1C(=O)N1CCC(CC(=O)N(C)C)CC1. Reaction SMILES: [C:1]([CH3:2])([CH3:3])([CH3:4])[c:5]1[cH:6][c:7]([O:44][CH2:45][CH3:46])[c:8]([C:11]2=[N:15][C:14]([CH3:16])([c:17]3[cH:18][cH:19][c:20]([Cl:23])[cH:21][cH:22]3)[C:13]([CH3:24])([c:25]3[cH:26][cH:27][c:28]([Cl:31])[cH:29][cH:30]3)[N:12]2[C:32](=[O:33])[N:34]2[CH2:35][CH2:36][CH:37]([CH2:40][C:41](=[O:42])[OH:43])[CH2:38][CH2:39]2)[cH:9][n:10]1.[CH3:47][NH:48][CH3:49]>>[C:1]([CH3:2])([CH3:3])([CH3:4])[c:5]1[cH:6][c:7]([O:44][CH2:45][CH3:46])[c:8]([C:11]2=[N:15][C:14]([CH3:16])([c:17]3[cH:18][cH:19][c:20]([Cl:23])[cH:21][cH:22]3)[C:13]([CH3:24])([c:25]3[cH:26][cH:27][c:28]([Cl:31])[cH:29][cH:30]3)[N:12]2[C:32](=[O:33])[N:34]2[CH2:35][CH2:36][CH:37]([CH2:40][C:41](=[O:42])[N:48]([CH3:47])[CH3:49])[CH2:38][CH2:39]2)[cH:9][n:10]1. Reactants: CSc1nccc(C)n1, CN([SiH](C)C)[Si](C)(C)C, [Cl-], CCOC(=O)c1ccc(F)cc1, [Li], [NH4+], C1CCOC1. Yields the product CSc1nccc(CC(=O)c2ccc(F)cc2)n1. RXN SMILES: [CH3:11][c:12]1[n:13][c:14]([S:18][CH3:19])[n:15][cH:16][cH:17]1.[CH3:1][SiH:2]([CH3:3])[N:4]([CH3:5])[Si:6]([CH3:7])([CH3:8])[CH3:9].[Cl-:32].[F:20][c:21]1[cH:22][cH:23][c:24]([C:25](=[O:26])[O:27][CH2:28][CH3:29])[cH:30][cH:31]1.[Li:10].[NH4+:33].[O:34]1[CH2:35][CH2:36][CH2:37][CH2:38]1>>[CH2:11]([c:12]1[n:13][c:14]([S:18][CH3:19])[n:15][cH:16][cH:17]1)[C:25]([c:24]1[cH:23][cH:22][c:21]([F:20])[cH:31][cH:30]1)=[O:26]. The reactants are [OH-].[Na+] (NaOH), IC1=C(CBr)C=C(C=C1I)I (2,3,5-triiodobenzyl bromide), O (water). The solvent is CN1CCCC1=O (NMP). Run at temperature 130 celsius, time 5 minute. Product: IC1=C(COCC2=C(C(=CC(=C2)I)I)I)C=C(C=C1I)I (2,3,5-tri-iodobenzylether). As a reaction SMILES: [OH-:1].[Na+].[I:3][C:4]1[C:11]([I:12])=[CH:10][C:9]([I:13])=[CH:8][C:5]=1[CH2:6]Br.O>CN1C(=O)CCC1>[I:3][C:4]1[C:11]([I:12])=[CH:10][C:9]([I:13])=[CH:8][C:5]=1[CH2:6][O:1][CH2:6][C:5]1[CH:8]=[C:9]([I:13])[CH:10]=[C:11]([I:12])[C:4]=1[I:3] |f:0.1|. Procedure details: 447 mg of PVA 13 kDa (9 mmol, 1 eq) was dissolved in 30 ml of dry NMP (concentration of PVA: 0.3M) under nitrogen gas flow. The reaction mixture was stirred for 5 minutes at 130° C.; then the temperature was decreased to 50° C. 727 mg of ground and dried NaOH (18 mmol, 2 eq) was added and the mixture was stirred for 10 minutes. Then, 5 g of 2,3,5-triiodobenzyl bromide (9 mmol, 1 eq) was added. After 30 minutes, the mixture was cooled to room temperature and 30 ml of cold water was added under st...